Dataset: the Open Reaction Database (ORD), a public repository of structured organic reaction records. Task: describe an organic reaction: reactants, conditions, products, and yield Starting materials: ClC=1C=C(C=C(C1C)Cl)C(C=CC(=O)O)=O (4-(3,5-dichloro-4-methylphenyl)-4-oxo-2-butenoic acid), Cl (hydrogen chloride), CO (methanol). Yields the product ClC(C(=O)OC)CC(=O)C1=CC(=C(C(=C1)Cl)C)Cl (methyl 2-chloro-4-(3,5-dichloro-4-methylphenyl)-4-oxobutyrate). As a reaction SMILES: [Cl:1][C:2]1[CH:3]=[C:4]([C:10](=[O:16])[CH:11]=[CH:12][C:13]([OH:15])=[O:14])[CH:5]=[C:6]([Cl:9])[C:7]=1[CH3:8].[ClH:17].[CH3:18]O>>[Cl:17][CH:12]([CH2:11][C:10]([C:4]1[CH:3]=[C:2]([Cl:1])[C:7]([CH3:8])=[C:6]([Cl:9])[CH:5]=1)=[O:16])[C:13]([O:15][CH3:18])=[O:14]. Procedure: 5.18 g (0.02 mole) of 4-(3,5-dichloro-4-methylphenyl)-4-oxo-2-butenoic acid, prepared as described in Example 1(b), were suspended in 50 ml of methanol and the suspension was then saturated with dry hydrogen chloride gas by blowing the gas through the suspension whilst ice-cooling and stirring it. The resulting mixture was then stirred at room temperature for a further 2 hours, to give methyl 2-chloro-4-(3,5-dichloro-4-methylphenyl)-4-oxobutyrate. The resulting mixture was then heated under refl... Reactants: CCOc1cc2nc[nH]c(=O)c2cc1OC, Cc1ccccc1, O=P(Cl)(Cl)Cl. Product: CCOc1cc2ncnc(Cl)c2cc1OC. RXN SMILES: [CH2:1]([CH3:2])[O:3][c:4]1[c:5]([O:15][CH3:16])[cH:6][c:7]2[c:8](=[O:14])[nH:9][cH:10][n:11][c:12]2[cH:13]1.[CH3:22][c:23]1[cH:24][cH:25][cH:26][cH:27][cH:28]1.[P:17]([Cl:18])([Cl:19])([Cl:20])=[O:21]>>[CH2:1]([CH3:2])[O:3][c:4]1[c:5]([O:15][CH3:16])[cH:6][c:7]2[c:8]([Cl:19])[n:9][cH:10][n:11][c:12]2[cH:13]1. Starting materials: NC=1C=C(C(=O)OC)C=CC1NCCCN(CCC1=NC=CC=C1)C (methyl 3-amino-4-({3-[methyl(2-pyridin-2-ylethyl)amino]propyl}amino)benzoate), C(=S)(N1C=NC=C1)N1C=NC=C1 (thiocarbonyldiimidazole). The solvent is O1CCCC1 (tetrahydrofuran), ClCCl (dichloromethane), O (water). Reaction conditions: temperature 20 celsius, time 15 hour. Product: CN(CCCN1C(NC2=C1C=CC(=C2)C(=O)OC)=S)CCC2=NC=CC=C2 (methyl 1-{3-[methyl(2-pyridin-2-ylethyl)amino]propyl}-2-thioxo-2,3-dihydro-1H-benzimidazole-5-carboxylate). Isolated yield 85.0%. As a reaction SMILES: [NH2:1][C:2]1[CH:3]=[C:4]([CH:9]=[CH:10][C:11]=1[NH:12][CH2:13][CH2:14][CH2:15][N:16]([CH3:25])[CH2:17][CH2:18][C:19]1[CH:24]=[CH:23][CH:22]=[CH:21][N:20]=1)[C:5]([O:7][CH3:8])=[O:6].[C:26](N1C=CN=C1)(N1C=CN=C1)=[S:27]>O1CCCC1.ClCCl.O>[CH3:25][N:16]([CH2:17][CH2:18][C:19]1[CH:24]=[CH:23][CH:22]=[CH:21][N:20]=1)[CH2:15][CH2:14][CH2:13][N:12]1[C:11]2[CH:10]=[CH:9][C:4]([C:5]([O:7][CH3:8])=[O:6])=[CH:3][C:2]=2[NH:1][C:26]1=[S:27]. Reported procedure: A mixture of methyl 3-amino-4-({3-[methyl(2-pyridin-2-ylethyl)amino]propyl}amino)benzoate (4.09 g, 1 eq) and thiocarbonyldiimidazole (2.77 g, 1.3 eq) in tetrahydrofuran (100 ml) is stirred at approximately 20° C. for 15 hours. After concentration under reduced pressure at 40° C., the residue obtained is taken up in dichloromethane (150 ml) and water (50 ml). After decanting and extracting, the combined organic phases are washed with salt water, dried over Na2SO4 then evaporated under reduced pre... Reactants: O=C([O-])[O-], Cc1ccc2cc(CBr)ccc2c1, CC(C)=O, O=C(O)C1CC1, [K+], [K+]. Yields the product Cc1ccc2cc(COC(=O)C3CC3)ccc2c1. As a reaction SMILES: [C:7](=[O:8])([O-:9])[O-:10].[CH3:13][c:14]1[cH:15][c:16]2[cH:17][cH:18][c:19]([CH2:24][Br:25])[cH:20][c:21]2[cH:22][cH:23]1.[CH3:26][C:27](=[O:28])[CH3:29].[CH:1]1([C:4](=[O:5])[OH:6])[CH2:2][CH2:3]1.[K+:11].[K+:12]>>[CH:1]1([C:4]([O:5][CH2:24][c:19]2[cH:18][cH:17][c:16]3[cH:15][c:14]([CH3:13])[cH:23][cH:22][c:21]3[cH:20]2)=[O:6])[CH2:2][CH2:3]1. Starting materials: ester, C1(=CC=C(C=C1)S(=O)(=O)O)C (p-toluene-sulfonic acid), C1(=CC=CC=C1)C (toluene), FC1=C(C=CC(=C1)C(CCO)C)C1=CC=CC=C1 (3-(2-fluoro-4-biphenylyl)-1-butanol), C(C1=CC=CC=C1)(=O)O (benzoic acid). The solvent is O (water). Product: C(C1=CC=CC=C1)(=O)OCCC(C)C1=CC(=C(C=C1)C1=CC=CC=C1)F (3-(2-Fluoro-4-biphenylyl)-1-butyl benzoate). RXN SMILES: [F:1][C:2]1[CH:7]=[C:6]([CH:8]([CH3:12])[CH2:9][CH2:10][OH:11])[CH:5]=[CH:4][C:3]=1[C:13]1[CH:18]=[CH:17][CH:16]=[CH:15][CH:14]=1.[C:19](O)(=[O:26])[C:20]1[CH:25]=[CH:24][CH:23]=[CH:22][CH:21]=1.C1(C)C=CC(S(O)(=O)=O)=CC=1.C1(C)C=CC=CC=1>O>[C:19]([O:11][CH2:10][CH2:9][CH:8]([C:6]1[CH:5]=[CH:4][C:3]([C:13]2[CH:14]=[CH:15][CH:16]=[CH:17][CH:18]=2)=[C:2]([F:1])[CH:7]=1)[CH3:12])(=[O:26])[C:20]1[CH:25]=[CH:24][CH:23]=[CH:22][CH:21]=1. Reported procedure: Using a procedure analogous to that described in Example 3, 5.85 gm (67% of theory) of the ester of the formula ##EQU28## having a boiling point of 181°-185°C at 0.05 mm Hg were obtained by refluxing a mixture consisting of 6.11 gm (0.025 mol) of 3-(2-fluoro-4-biphenylyl)-1-butanol, 6.20 gm (0.051 mol) of benzoic acid, 0.5 gm of p-toluene-sulfonic acid and 40 ml of toluene until no more water separated out.